This data is from the Open Reaction Database (ORD), a public repository of structured organic reaction records. The task is: describe an organic reaction: reactants, conditions, products, and yield Reactants: CCCCCc1ccc(-c2ccc(C=CC(=O)OC)cc2)cc1, CCOC(C)=O, Cl, [Na+], C1CCOC1, [OH-], O. Product: CCCCCc1ccc(-c2ccc(C=CC(=O)O)cc2)cc1. RXN SMILES: [CH2:1]([CH2:2][CH2:3][CH2:4][CH3:5])[c:6]1[cH:7][cH:8][c:9](-[c:12]2[cH:13][cH:14][c:15]([CH:18]=[CH:19][C:20](=[O:21])[O:22][CH3:23])[cH:16][cH:17]2)[cH:10][cH:11]1.[CH3:33][CH2:34][O:35][C:36](=[O:37])[CH3:38].[ClH:27].[Na+:25].[O:28]1[CH2:29][CH2:30][CH2:31][CH2:32]1.[OH-:24].[OH2:26]>>[CH2:1]([CH2:2][CH2:3][CH2:4][CH3:5])[c:6]1[cH:7][cH:8][c:9](-[c:12]2[cH:13][cH:14][c:15]([CH:18]=[CH:19][C:20](=[O:21])[OH:22])[cH:16][cH:17]2)[cH:10][cH:11]1. Reactants: BrC(C1=NN(C(=C1)C(=O)OCC)C1=CC=C(C=C1)OC)Br (Ethyl 3-(dibromomethyl)-1-(4-methoxyphenyl)-1H-pyrazole-5-carboxylate), [OH-].[Li+] (lithium hydroxide). Solvent: C1CCOC1 (THF), O (water). Reaction conditions: time 16 hour. The product is C(=O)C1=NN(C(=C1)C(=O)O)C1=CC=C(C=C1)OC (3-formyl-1-(4-Methoxyphenyl)-1H-pyrazole-5-carboxylic acid). The yield is 33.0%. As a reaction SMILES: Br[CH:2](Br)[C:3]1[CH:7]=[C:6]([C:8]([O:10]CC)=[O:9])[N:5]([C:13]2[CH:18]=[CH:17][C:16]([O:19][CH3:20])=[CH:15][CH:14]=2)[N:4]=1.[OH-:22].[Li+]>C1COCC1.O>[CH:2]([C:3]1[CH:7]=[C:6]([C:8]([OH:10])=[O:9])[N:5]([C:13]2[CH:18]=[CH:17][C:16]([O:19][CH3:20])=[CH:15][CH:14]=2)[N:4]=1)=[O:22] |f:1.2|. Procedure: Ethyl 3-(dibromomethyl)-1-(4-methoxyphenyl)-1H-pyrazole-5-carboxylate (0.34 g, 0.813 mmol) was dissolved in 2 mL THF and lithium hydroxide (34 mg, 0.816 mmol) was dissolved in 0.5 mL water and added to the methanolic solution. After stirring at room temperature for 16 hours the solvent was evaporated, the residue was dissolved in 10 mL of water, acidified with 1N HCl and extracted with EtOAc to give 66 mg (33%) of the desired product after evaporation. 1H NMR (CDCl3): δ 10.06 (s, 1H); 7.56 (s, 1... Reactants: C1(=CC=CC=C1)CC=O (2-phenylacetaldehyde), C[Si](C)(C)C(F)(F)F (trimethylsilyltrifluoromethane), C1(=CC=CC=C1)CC(=O)N (2-phenylacetamide). Solvent: C1(=CC=CC=C1)C (toluene), C(Cl)Cl (DCM). The product is C1(=CC=CC=C1)CC(NC(CC1=CC=CC=C1)=O)NC(CC1=CC=CC=C1)=O (N,N′-(2-phenylethane-1,1-diyl)bis(2-phenylacetamide)). Yield: 18.8%. RXN SMILES: [C:1]1([CH2:7][C:8]([NH2:10])=[O:9])[CH:6]=[CH:5][CH:4]=[CH:3][CH:2]=1.[C:11]1([CH2:17][CH:18]=[O:19])[CH:16]=[CH:15][CH:14]=[CH:13][CH:12]=1.C[Si](C(F)(F)F)(C)C>C(Cl)Cl.C1(C)C=CC=CC=1>[C:1]1([CH2:7][CH:8]([NH:10][C:18](=[O:19])[CH2:17][C:11]2[CH:16]=[CH:15][CH:14]=[CH:13][CH:12]=2)[NH:10][C:8](=[O:9])[CH2:7][C:1]2[CH:6]=[CH:5][CH:4]=[CH:3][CH:2]=2)[CH:6]=[CH:5][CH:4]=[CH:3][CH:2]=1. Procedure details: To a well stirred suspension of 2-phenylacetamide (540 mg, 4 mmol) in dry DCM (2 mL) was added the 2-phenylacetaldehyde (240 mg, 2 mmol) and trimethylsilyltrifluoromethane sulonate (22 mg, 0.1 mmol). The mixture was vigorously stirred for 12 h at room temperature, diluted with toluene (4 mL), and filtered. The precipitate was washed several times with toluene which was recrystallized with methanol and hexane to give the final product (140 mg, 19%). 1H NMR (400 MHz, DMSO-d6) δ 8.45 (d, J=7.6 Hz, ... Starting materials: O[C@H]1[C@@H](CCCC1)N1N=C(C=CC1=O)C=1C(=NN2C1C=CC=C2)C2=CC=CC=C2 (trans-3-[2-(2-hydroxycyclohexyl)-3-oxo-2,3-dihydropyridazin-6-yl]-2-phenylpyrazolo[1,5-a]-pyridine), [Cr](=O)(=O)([O-])O[Cr](=O)(=O)[O-].[NH+]1=CC=CC=C1.[NH+]1=CC=CC=C1 (pyridinium dichromate), 4A. Solvent: ClCCl (dichloromethane). Run at time 28.5 hour. Product: O=C1C(CCCC1)N1N=C(C=CC1=O)C=1C(=NN2C1C=CC=C2)C2=CC=CC=C2 (3-[2-(2-oxocyclohexyl)-3-oxo-2,3-dihydropyridazin-6-yl]-2-phenylpyrazolo[1,5-a]pyridine). The yield is 74.6%. RXN SMILES: [OH:1][C@@H:2]1[CH2:7][CH2:6][CH2:5][CH2:4][C@H:3]1[N:8]1[C:13](=[O:14])[CH:12]=[CH:11][C:10]([C:15]2[C:16]([C:24]3[CH:29]=[CH:28][CH:27]=[CH:26][CH:25]=3)=[N:17][N:18]3[CH:23]=[CH:22][CH:21]=[CH:20][C:19]=23)=[N:9]1.[Cr](O[Cr]([O-])(=O)=O)([O-])(=O)=O.[NH+]1C=CC=CC=1.[NH+]1C=CC=CC=1>ClCCl>[O:1]=[C:2]1[CH2:7][CH2:6][CH2:5][CH2:4][CH:3]1[N:8]1[C:13](=[O:14])[CH:12]=[CH:11][C:10]([C:15]2[C:16]([C:24]3[CH:25]=[CH:26][CH:27]=[CH:28][CH:29]=3)=[N:17][N:18]3[CH:23]=[CH:22][CH:21]=[CH:20][C:19]=23)=[N:9]1 |f:1.2.3|. Procedure: To a solution of trans-3-[2-(2-hydroxycyclohexyl)-3-oxo-2,3-dihydropyridazin-6-yl]-2-phenylpyrazolo[1,5-a]-pyridine (157 mg) in 20 ml of dichloromethane was added pyridinium dichromate (307 mg) and molecular sieves 4A (144 mg) at 5° C. The reaction mixture was allowed to stir at room temperature for 28.5 hours. Insoluble material was filtered off using celite and the filtrate was washed with 1N hydrochloric acid (10 ml), saturated aqueous sodium bicarbonate (10 ml), and brine (10 ml), dried over... The reactants are CCC1C(=O)N(S(=O)(=O)c2ccccc2C)C1CO, ClCCl. The product is CCC1C(=O)N(S(=O)(=O)c2ccccc2C)C1COC. Reaction SMILES: [CH2:1]([CH3:2])[CH:3]1[C:4](=[O:19])[N:5]([S:9](=[O:10])(=[O:11])[c:12]2[c:13]([CH3:18])[cH:14][cH:15][cH:16][cH:17]2)[CH:6]1[CH2:7][OH:8].[Cl:20][CH2:21][Cl:22]>>[CH2:1]([CH3:2])[CH:3]1[C:4](=[O:19])[N:5]([S:9](=[O:10])(=[O:11])[c:12]2[c:13]([CH3:18])[cH:14][cH:15][cH:16][cH:17]2)[CH:6]1[CH2:7][O:8][CH3:21]. The reactants are N (ammonia), CSC1=NC=C(C(=C1)Cl)C(=O)OCC (ethyl 2-methylthio-4-chloro-pyridin-5-carboxylate), N1=CN=CC=C1 (pyrimidine). Run in CO (methanol). Product: [OH-].[NH4+] (ammonium hydroxide), CSC1=NC=C(C(=C1)N)C(=O)OCC (ethyl 2-methylthio-4-amino-pyridin-5-carboxylate). Reaction SMILES: [CH3:1][S:2][C:3]1[CH:8]=[C:7](Cl)[C:6]([C:10]([O:12][CH2:13][CH3:14])=[O:11])=[CH:5][N:4]=1.[N:15]1C=CC=NC=1.N>CO>[OH-:11].[NH4+:4].[CH3:1][S:2][C:3]1[CH:8]=[C:7]([NH2:15])[C:6]([C:10]([O:12][CH2:13][CH3:14])=[O:11])=[CH:5][N:4]=1 |f:4.5|. Procedure details: Scheme 5 describes another variation of the chemical synthesis of compounds of Formula I. The 4-chloro group of the commercially available ethyl 2-methylthio-4-chloro-pyridin-5-carboxylate starting pyrimidine is displaced using ammonia gas in a suitable solvent such as methanol or with aqueous ammonium hydroxide to give ethyl 2-methylthio-4-amino-pyridin-5-carboxylate. Excess of the reacting amine can be employed to scavenge the HCl byproduct produced in the reaction. Reduction of the ester usin...